From a dataset of the Open Reaction Database (ORD), a public repository of structured organic reaction records. describe an organic reaction: reactants, conditions, products, and yield Starting materials: BrC1=CC(=C(S1)C)C1OCCO1 (2-(5-bromo-2-methylthiophen-3-yl)-1,3-dioxolane), COC1=NC=C(C=C1)B(O)O (2-methoxy-5-pyridineboronic acid), C([O-])([O-])=O.[Na+].[Na+] (sodium carbonate), COCCOC (1,2-dimethoxyethane). The reagents and catalysts are C=1C=CC(=CC1)[P](C=2C=CC=CC2)(C=3C=CC=CC3)[Pd]([P](C=4C=CC=CC4)(C=5C=CC=CC5)C=6C=CC=CC6)([P](C=7C=CC=CC7)(C=8C=CC=CC8)C=9C=CC=CC9)[P](C=1C=CC=CC1)(C=1C=CC=CC1)C=1C=CC=CC1 (tetrakis(triphenylphosphine)palladium(0)). Run in O (water). Yields the product O1C(OCC1)C=1C=C(SC1C)C=1C=CC(=NC1)OC (5-[4-(1,3-dioxolan-2-yl)-5-methylthiophen-2-yl]-2-methoxypyridine). RXN SMILES: Br[C:2]1[S:6][C:5]([CH3:7])=[C:4]([CH:8]2[O:12][CH2:11][CH2:10][O:9]2)[CH:3]=1.[CH3:13][O:14][C:15]1[CH:20]=[CH:19][C:18](B(O)O)=[CH:17][N:16]=1.C(=O)([O-])[O-].[Na+].[Na+].COCCOC>C1C=CC([P]([Pd]([P](C2C=CC=CC=2)(C2C=CC=CC=2)C2C=CC=CC=2)([P](C2C=CC=CC=2)(C2C=CC=CC=2)C2C=CC=CC=2)[P](C2C=CC=CC=2)(C2C=CC=CC=2)C2C=CC=CC=2)(C2C=CC=CC=2)C2C=CC=CC=2)=CC=1.O>[O:9]1[CH2:10][CH2:11][O:12][CH:8]1[C:4]1[CH:3]=[C:2]([C:18]2[CH:19]=[CH:20][C:15]([O:14][CH3:13])=[N:16][CH:17]=2)[S:6][C:5]=1[CH3:7] |f:2.3.4,^1:39,41,60,79|. Reported procedure: A mixture of 2-(5-bromo-2-methylthiophen-3-yl)-1,3-dioxolane (1.7 g), 2-methoxy-5-pyridineboronic acid (1.3 g), tetrakis(triphenylphosphine)palladium(0) (0.4 g), 2N aqueous sodium carbonate solution (10 mL) and 1,2-dimethoxyethane (20 mL) was stirred under reflux overnight under an argon atmosphere. The reaction mixture was poured into water, and the mixture was extracted with ethyl acetate. The organic layer was washed with saturated brine, and dried over magnesium sulfate. The solvent was evap...